Task: describe an organic reaction: reactants, conditions, products, and yield. Dataset: the Open Reaction Database (ORD), a public repository of structured organic reaction records Starting materials: ClCCOC(=O)N1C(SC(C(=N1)C=1C=C2CCCN(C2=CC1)C(C1=CC(=C(C=C1)OC)OC)=O)C)=O (3-[2-chloroethoxycarbonyl]-5-[1,2,3,4-tetrahydro-1-(3,4-dimethoxybenzoyl)-6-quinolyl]-6-methyl-3,6-dihydro-2H-1,3,4-thiadiazin-2-one), N1=CC=CC=C1 (pyridine), C(C)NCC (diethylamine). The solvent is ClCCl (dichloromethane), ClCCl (dichloromethane). Run at temperature 20 celsius, time 1 hour. The product is C(C)N(CC)CCOC(=O)N1C(SC(C(=N1)C=1C=C2CCCN(C2=CC1)C(C1=CC(=C(C=C1)OC)OC)=O)C)=O (3-[2-(N,N-diethylamino)ethoxycarbonyl]-5-[1,2,3,4-tetrahydro-1-(3,4-dimethoxybenzoyl)-6-quinolyl]-6-methyl-3,6-dihydro-2H-1,3,4-thiadiazin-2-one). Reaction SMILES: [CH2:1]([NH:3][CH2:4][CH3:5])[CH3:2].Cl[CH2:7][CH2:8][O:9][C:10]([N:12]1[N:17]=[C:16]([C:18]2[CH:19]=[C:20]3[C:25](=[CH:26][CH:27]=2)[N:24]([C:28](=[O:39])[C:29]2[CH:34]=[CH:33][C:32]([O:35][CH3:36])=[C:31]([O:37][CH3:38])[CH:30]=2)[CH2:23][CH2:22][CH2:21]3)[CH:15]([CH3:40])[S:14][C:13]1=[O:41])=[O:11].N1C=CC=CC=1>ClCCl>[CH2:1]([N:3]([CH2:7][CH2:8][O:9][C:10]([N:12]1[N:17]=[C:16]([C:18]2[CH:19]=[C:20]3[C:25](=[CH:26][CH:27]=2)[N:24]([C:28](=[O:39])[C:29]2[CH:34]=[CH:33][C:32]([O:35][CH3:36])=[C:31]([O:37][CH3:38])[CH:30]=2)[CH2:23][CH2:22][CH2:21]3)[CH:15]([CH3:40])[S:14][C:13]1=[O:41])=[O:11])[CH2:4][CH3:5])[CH3:2]. Procedure details: 2.5 g of diethylamine dissolved in 30 ml of dichloromethane are added dropwise with stirring to a solution of 10 g of 3-[2-chloroethoxycarbonyl]-5-[1,2,3,4-tetrahydro-1-(3,4-dimethoxybenzoyl)-6-quinolyl]-6-methyl-3,6-dihydro-2H-1,3,4-thiadiazin-2-one and 9 ml of pyridine in 100 ml of dichloromethane and the mixture is subsequently stirred at 20° C. for one hour. The solvent is removed and the mixture is worked up in the conventional manner to give 3-[2-(N,N-diethylamino)ethoxycarbonyl]-5-[1,2,3,... Reactants: CO, CCc1oc(C(=O)NC(Cc2ccccc2C(F)(F)F)CN2C(=O)c3ccccc3C2=O)cc1-c1c(Cl)cnn1C, NN, C1CCOC1. Yields the product CCc1oc(C(=O)NC(CN)Cc2ccccc2C(F)(F)F)cc1-c1c(Cl)cnn1C. Reaction SMILES: [CH3:49][OH:50].[Cl:1][c:2]1[cH:3][n:4][n:5]([CH3:41])[c:6]1-[c:7]1[cH:8][c:9]([C:14](=[O:15])[NH:16][CH:17]([CH2:18][N:19]2[C:20](=[O:21])[c:22]3[c:23]([cH:24][cH:25][cH:26][cH:27]3)[C:28]2=[O:29])[CH2:30][c:31]2[c:32]([C:37]([F:38])([F:39])[F:40])[cH:33][cH:34][cH:35][cH:36]2)[o:10][c:11]1[CH2:12][CH3:13].[NH2:42][NH2:43].[O:44]1[CH2:45][CH2:46][CH2:47][CH2:48]1>>[Cl:1][c:2]1[cH:3][n:4][n:5]([CH3:41])[c:6]1-[c:7]1[cH:8][c:9]([C:14](=[O:15])[NH:16][CH:17]([CH2:18][NH2:19])[CH2:30][c:31]2[c:32]([C:37]([F:38])([F:39])[F:40])[cH:33][cH:34][cH:35][cH:36]2)[o:10][c:11]1[CH2:12][CH3:13].